Dataset: the Open Reaction Database (ORD), a public repository of structured organic reaction records. Task: describe an organic reaction: reactants, conditions, products, and yield Reactants: Cc1ccc(C(=O)NC2C3(C)CCC(C3)C2(C)C)cc1S(=O)(=O)N1CCNCC1, CS(=O)(=O)Cl, ClCCl. Product: Cc1ccc(C(=O)NC2C3(C)CCC(C3)C2(C)C)cc1S(=O)(=O)N1CCN(S(C)(=O)=O)CC1. Reaction SMILES: [CH3:1][c:2]1[c:3]([S:21](=[O:22])(=[O:23])[N:24]2[CH2:25][CH2:26][NH:27][CH2:28][CH2:29]2)[cH:4][c:5]([C:6](=[O:7])[NH:8][CH:9]2[C:10]3([CH3:18])[CH2:11][CH2:12][CH:13]([C:14]2([CH3:15])[CH3:16])[CH2:17]3)[cH:19][cH:20]1.[CH3:30][S:31](=[O:32])(=[O:33])[Cl:34].[Cl:35][CH2:36][Cl:37]>>[CH3:1][c:2]1[c:3]([S:21](=[O:22])(=[O:23])[N:24]2[CH2:25][CH2:26][N:27]([S:31]([CH3:30])(=[O:32])=[O:33])[CH2:28][CH2:29]2)[cH:4][c:5]([C:6](=[O:7])[NH:8][CH:9]2[C:10]3([CH3:18])[CH2:11][CH2:12][CH:13]([C:14]2([CH3:15])[CH3:16])[CH2:17]3)[cH:19][cH:20]1. The reactants are C(C)(=O)NC=1SC2=C(N1)C(=CC=C2)OC2=CC(=NC=N2)C2=C(C=C(C=C2)C(F)(F)F)NC(=O)[C@H]2N([C@H](CC2)C2=CC=CC=C2)C(=O)OC(C)(C)C ((2S,5R)-tert-Butyl 2-((2-(6-(2-acetamidobenzo[d]thiazol-4-yloxy)pyrimidin-4-yl)-5-(trifluoromethyl)phenyl)carbamoyl)-5-phenylpyrrolidine-1-carboxylate), C(=O)(C(F)(F)F)O (TFA). Yields the product C(C)(=O)NC=1SC2=C(N1)C(=CC=C2)OC2=CC(=NC=N2)C2=C(C=C(C=C2)C(F)(F)F)NC(=O)[C@H]2N[C@H](CC2)C2=CC=CC=C2 ((2S,5R)-N-(2-(6-(2-Acetamidobenzo[d]thiazol-4-yloxy)pyrimidin-4-yl)-5-(trifluoromethyl)phenyl)-5-phenylpyrrolidine-2-carboxamide). Reaction SMILES: [C:1]([NH:4][C:5]1[S:6][C:7]2[CH:13]=[CH:12][CH:11]=[C:10]([O:14][C:15]3[N:20]=[CH:19][N:18]=[C:17]([C:21]4[CH:26]=[CH:25][C:24]([C:27]([F:30])([F:29])[F:28])=[CH:23][C:22]=4[NH:31][C:32]([C@@H:34]4[CH2:38][CH2:37][C@H:36]([C:39]5[CH:44]=[CH:43][CH:42]=[CH:41][CH:40]=5)[N:35]4C(OC(C)(C)C)=O)=[O:33])[CH:16]=3)[C:8]=2[N:9]=1)(=[O:3])[CH3:2].C(O)(C(F)(F)F)=O>>[C:1]([NH:4][C:5]1[S:6][C:7]2[CH:13]=[CH:12][CH:11]=[C:10]([O:14][C:15]3[N:20]=[CH:19][N:18]=[C:17]([C:21]4[CH:26]=[CH:25][C:24]([C:27]([F:28])([F:29])[F:30])=[CH:23][C:22]=4[NH:31][C:32]([C@@H:34]4[CH2:38][CH2:37][C@H:36]([C:39]5[CH:44]=[CH:43][CH:42]=[CH:41][CH:40]=5)[NH:35]4)=[O:33])[CH:16]=3)[C:8]=2[N:9]=1)(=[O:3])[CH3:2]. Procedure: (2S,5R)-tert-Butyl 2-((2-(6-(2-acetamidobenzo[d]thiazol-4-yloxy)pyrimidin-4-yl)-5-(trifluoromethyl)phenyl)carbamoyl)-5-phenylpyrrolidine-1-carboxylate, Example 58, (575 mg, 0.8 mmol) was reacted with TFA under the condition of Example 3(c) to give the title compound as a white solid. MS (ESI, pos. ion.) m/z: 619 (M+1).